From a dataset of the Open Reaction Database (ORD), a public repository of structured organic reaction records. describe an organic reaction: reactants, conditions, products, and yield Starting materials: C1=CC=CC=2C3=CC=CC=C3C(C12)COC(=O)N[C@H](C(=O)OC(C)(C)C)CS ((R)-tert-butyl 2-(((9H-fluoren-9-yl)methoxy)carbonylamino)-3-mercaptopropanoate), N1=CC=CC=C1 (pyridine), [OH-].[Na+] (NaOH), [N+](=O)([O-])C1=C(C(=O)[O-])C=CC=C1 (nitrobenzoate). Run in CC(C)(C)O (tBuOH), CC(C)(C)O (tBuOH). Conditions: time 15 hour. The product is C1=CC=CC=2C3=CC=CC=C3C(C12)COC(=O)N[C@H](C(=O)OC(C)(C)C)CSC[C@@H](CO)O ((R)-tert-butyl 2-(((9H-fluoren-9-yl)methoxy)carbonylamino)-3-((R)-2,3-dihydroxypropylthio)propanoate). RXN SMILES: N1C=CC=CC=1.[OH-:7].[Na+].[N+]([C:12]1C=CC=C[C:13]=1[C:14]([O-:16])=O)([O-])=O.[CH:21]1[C:33]2[CH:32]([CH2:34][O:35][C:36]([NH:38][C@@H:39]([CH2:47][SH:48])[C:40]([O:42][C:43]([CH3:46])([CH3:45])[CH3:44])=[O:41])=[O:37])[C:31]3[C:26](=[CH:27][CH:28]=[CH:29][CH:30]=3)[C:25]=2[CH:24]=[CH:23][CH:22]=1>CC(O)(C)C>[CH:30]1[C:31]2[CH:32]([CH2:34][O:35][C:36]([NH:38][C@@H:39]([CH2:47][S:48][CH2:12][C@H:13]([OH:7])[CH2:14][OH:16])[C:40]([O:42][C:43]([CH3:44])([CH3:45])[CH3:46])=[O:41])=[O:37])[C:33]3[C:25](=[CH:24][CH:23]=[CH:22][CH:21]=3)[C:26]=2[CH:27]=[CH:28][CH:29]=1 |f:1.2|. Procedure: A solution of (2S)-(+)-glycidyl-4-nitrobenzoate (9, 1.1 eq) and 1M NaOH (1.1 eq) in tBuOH (0.1 M) was stirred at room temperature until complete hydrolysis of the nitrobenzoate (30 minutes). To the resulting mixture, a solution of (R)-tert-butyl 2-(((9H-fluoren-9-yl)methoxy)carbonylamino)-3-mercaptopropanoate (8, 1 eq) in tBuOH (1 M) was introduced. The reaction was stirred at room temperature for 15 hours. The reaction mixture was concentrated en vacuo to remove tBuOH and dissolved in EtOAc. Th... Starting materials: FC1=CC2=C(N=C(S2)C=2C(=NC=C(C2)C=2C=NN(C2)C2CCNCC2)N)C=C1 (3-(6-fluorobenzothiazol-2-yl)-5-(1-piperidin-4-yl-1H-pyrazol-4-yl)-pyridin-2-ylamine), ClC=1SC2=C(N1)C(=CC=C2)F (2-chloro-4-fluoro-1,3-benzothiazole). Product: FC1=CC=CC2=C1N=C(S2)C=2C(=NC=C(C2)C=2C=NN(C2)C2CCNCC2)N (3-(4-Fluorobenzothiazol-2-yl)-5-(1-piperidin-4-yl-1H-pyrazol-4-yl)-pyridin-2-ylamine). RXN SMILES: F[C:2]1[CH:28]=[CH:27][C:5]2[N:6]=[C:7]([C:9]3[C:10]([NH2:26])=[N:11][CH:12]=[C:13]([C:15]4[CH:16]=[N:17][N:18]([CH:20]5[CH2:25][CH2:24][NH:23][CH2:22][CH2:21]5)[CH:19]=4)[CH:14]=3)[S:8][C:4]=2[CH:3]=1.ClC1SC2C=CC=C([F:39])C=2N=1>>[F:39][C:27]1[C:5]2[N:6]=[C:7]([C:9]3[C:10]([NH2:26])=[N:11][CH:12]=[C:13]([C:15]4[CH:16]=[N:17][N:18]([CH:20]5[CH2:25][CH2:24][NH:23][CH2:22][CH2:21]5)[CH:19]=4)[CH:14]=3)[S:8][C:4]=2[CH:3]=[CH:2][CH:28]=1. Reported procedure: Same procedure as 3-(6-fluorobenzothiazol-2-yl)-5-(1-piperidin-4-yl-1H-pyrazol-4-yl)-pyridin-2-ylamine except using 2-chloro-4-fluoro-1,3-benzothiazole in place of 2-chloro-6-fluorobenzothiazole to afford the title compound as a yellow solid. 1H NMR (400 MHz, DMSO-d6): δ=2.11-2.22 (m, 2H), 2.23-2.31 (m, 2H), 3.06-3.18 (m, 2H), 3.42 (d, J=12.1 Hz, 2H), 4.48-4.57 (m, 1H), 7.42-7.49 (m, 1H), 7.50-7.57 (m, 1H), 8.00-8.07 (m, 2H), 8.30 (br. s., 1H), 8.37 (br. s., 1H), 8.54 (s, 1H). MS (ES+): m/z=395.... Starting materials: CC(C)(C)OC(=O)N(CCCOc1ccc2c(c1)CN(Cc1ccccc1)C(=O)C(CC(=O)O)C2)c1ccccn1, CC(C)(C)OC(=O)N(CCCOc1ccc2c(c1)CN(Cc1ccc(C(F)(F)F)cc1)C(=O)C(CC(=O)O)C2)c1ccccn1. Product: O=C(O)CC1Cc2ccc(OCCCNc3ccccn3)cc2CN(Cc2ccccc2)C1=O. Reaction SMILES: [CH2:1]([c:2]1[cH:3][cH:4][cH:5][cH:6][cH:7]1)[N:8]1[CH2:9][c:10]2[c:11]([cH:20][cH:21][c:22]([O:24][CH2:25][CH2:26][CH2:27][N:28]([C:29]([O:30][C:31]([CH3:32])([CH3:33])[CH3:34])=[O:35])[c:36]3[n:37][cH:38][cH:39][cH:40][cH:41]3)[cH:23]2)[CH2:12][CH:13]([CH2:16][C:17](=[O:18])[OH:19])[C:14]1=[O:15].[O:42]=[C:43]1[CH:44]([CH2:45][C:46]([OH:47])=[O:48])[CH2:49][c:50]2[cH:51][cH:52][c:53]([O:54][CH2:55][CH2:56][CH2:57][N:58]([c:59]3[cH:60][cH:61][cH:62][cH:63][n:64]3)[C:65]([O:66][C:67]([CH3:68])([CH3:69])[CH3:70])=[O:71])[cH:72][c:73]2[CH2:74][N:75]1[CH2:76][c:77]1[cH:78][cH:79][c:80]([C:81]([F:82])([F:83])[F:84])[cH:85][cH:86]1>>[CH2:1]([c:2]1[cH:3][cH:4][cH:5][cH:6][cH:7]1)[N:8]1[CH2:9][c:10]2[c:11]([cH:20][cH:21][c:22]([O:24][CH2:25][CH2:26][CH2:27][NH:28][c:36]3[n:37][cH:38][cH:39][cH:40][cH:41]3)[cH:23]2)[CH2:12][CH:13]([CH2:16][C:17](=[O:18])[OH:19])[C:14]1=[O:15]. The reactants are C=1(O)C(=CC(O)=CC1)CCCCC(O)O (hydroquinonepentanediol), alkyl or phenylsulfonic acid, C1=CC=CC=C1 (benzene), C1(=CC=CC=C1)C (toluene). The solvent is C1CCCCC1 (cyclohexane). Product: O1C(CCC2=CC=CC=C12)CCO (chroman ethanol). RXN SMILES: [C:1]1([C:3]([CH2:9][CH2:10][CH2:11][CH2:12][CH:13]([OH:15])O)=[CH:4][C:5](=[CH:7][CH:8]=1)O)[OH:2].C1C=CC=CC=1.C1(C)C=CC=CC=1>C1CCCCC1>[O:2]1[C:1]2[C:3](=[CH:4][CH:5]=[CH:7][CH:8]=2)[CH2:9][CH2:10][CH:11]1[CH2:12][CH2:13][OH:15]. Reported procedure: The hydroquinonepentanediol compound (19) is refluxed in a nonpolar organic solvent (for example, benzene, toluene, or cyclohexane) in the presence of an alkyl or phenylsulfonic acid (for example, p-toluenesulfonic acid) to cause an intramolecular dehydrocondensation, and then cyclization, whereby the chroman ethanol compound (110) is obtained while retaining the chirality. Accordingly, the configuration of the chiral central carbon atom stemming from the starting mevalonolactone (12) is introdu... Starting materials: CC(=O)O[BH-](OC(C)=O)OC(C)=O, CN1CCNCC1, CCOCC, CC(=O)O, NC(=O)c1sc(Nc2cc(CC=O)ccc2[N+](=O)[O-])nc1-c1cccc(Cl)c1, ClCCl, Cl, [Na+]. Yields the product CN1CCN(CCc2ccc([N+](=O)[O-])c(Nc3nc(-c4cccc(Cl)c4)c(C(N)=O)s3)c2)CC1. As a reaction SMILES: [C:36]([O:37][BH-:38]([O:39][C:40](=[O:41])[CH3:42])[O:43][C:44](=[O:45])[CH3:46])(=[O:47])[CH3:48].[CH3:29][N:30]1[CH2:31][CH2:32][NH:33][CH2:34][CH2:35]1.[CH3:51][CH2:52][O:53][CH2:54][CH3:55].[CH3:59][C:60](=[O:61])[OH:62].[Cl:1][c:2]1[cH:3][c:4](-[c:8]2[n:9][c:10]([NH:16][c:17]3[c:18]([N+:26](=[O:27])[O-:28])[cH:19][cH:20][c:21]([CH2:23][CH:24]=[O:25])[cH:22]3)[s:11][c:12]2[C:13](=[O:14])[NH2:15])[cH:5][cH:6][cH:7]1.[Cl:56][CH2:57][Cl:58].[ClH:50].[Na+:49]>>[Cl:1][c:2]1[cH:3][c:4](-[c:8]2[n:9][c:10]([NH:16][c:17]3[c:18]([N+:26](=[O:27])[O-:28])[cH:19][cH:20][c:21]([CH2:23][CH2:24][N:33]4[CH2:32][CH2:31][N:30]([CH3:29])[CH2:35][CH2:34]4)[cH:22]3)[s:11][c:12]2[C:13](=[O:14])[NH2:15])[cH:5][cH:6][cH:7]1. Reactants: CCOC(=O)C(=O)NC1=C(C(=CC=C1)OC)C(=O)N (2'-Carbamoyl-3'-methoxyoxanilic acid ethyl ester). Run in O (water). Yields the product COC1=CC=CC(=C1C(=O)N)NC(=O)C(=O)O (2'-Carbamoyl-3'-methoxyoxanilic acid). The yield is 59.6%. Reaction SMILES: CC[O:3][C:4]([C:6]([NH:8][C:9]1[CH:14]=[CH:13][CH:12]=[C:11]([O:15][CH3:16])[C:10]=1[C:17]([NH2:19])=[O:18])=[O:7])=[O:5]>O>[CH3:16][O:15][C:11]1[C:10]([C:17]([NH2:19])=[O:18])=[C:9]([NH:8][C:6]([C:4]([OH:5])=[O:3])=[O:7])[CH:14]=[CH:13][CH:12]=1. Procedure details: 2'-Carbamoyl-3'-methoxyoxanilic acid ethyl ester (1.33 g, 0.005 mole) is stirred in 50 ml water, and 5.0 ml of N NaOh is slowly added, giving a solution. After 1/2 hour the solution is filtered, and the filtrate is acidified to pH 2 with N HCl, giving 0.71 g of the title compound, m.p. 214°-215° C., after crystallization from ethanol. The reactants are C1(=CC=CC=C1)P(C1=CC=CC=C1)(C1=CC=CC=C1)=CC#N ((Triphenylphosphoranylidene)acetonitrile), C(=O)C1=C(C(=O)OC)C=CC=C1 (Methyl 2-formylbenzoate), N (NH3). Run in C1(=CC=CC=C1)C (toluene). Conditions: temperature 110 celsius. The product is C(#N)C=CC1=C(C(=O)OC)C=CC=C1 (Methyl 2-(2-cyanovinyl)benzoate). As a reaction SMILES: [CH:1]([C:3]1[CH:12]=[CH:11][CH:10]=[CH:9][C:4]=1[C:5]([O:7][CH3:8])=[O:6])=O.C1(P(=[CH:32][C:33]#[N:34])(C2C=CC=CC=2)C2C=CC=CC=2)C=CC=CC=1.N>C1(C)C=CC=CC=1>[C:33]([CH:32]=[CH:1][C:3]1[CH:12]=[CH:11][CH:10]=[CH:9][C:4]=1[C:5]([O:7][CH3:8])=[O:6])#[N:34]. Reported procedure: Methyl 2-formylbenzoate (10 g, 60.9 mmol) was dissolved in toluene (200 mL). (Triphenylphosphoranylidene)acetonitrile (20.19 g, 67.0 mmol) was then added to the mixture. The reaction was heated at 110° C. for 20 hours, then cooled to room temperature, concentrated under vacuum and the residue was triturated with ether (2×). The ether solution was passed though a plug of silica gel to provide Example 1A (mixture of E and Z isomers). The mixture of E and Z isomers was used directly for the next st...